From a dataset of the Open Reaction Database (ORD), a public repository of structured organic reaction records. describe an organic reaction: reactants, conditions, products, and yield Starting materials: COC=1C=C(C=C(C1OC)[N+](=O)[O-])C1=CC=NN1C=1C(=NC=CC1)C(F)(F)F (3-[5-(3,4-dimethoxy-5-nitro-phenyl)-pyrazol-1-yl]-2-trifluoromethyl-pyridine), FC(C(=O)OC(C(F)(F)F)=O)(F)F (trifluoroacetic anhydride). Run in ClCCl (dichloromethane). Conditions: time 8 hour. Product: COC=1C=C(C=C(C1OC)[N+](=O)[O-])C1=CC=NN1C=1C(=[N+](C=CC1)[O-])C(F)(F)F (3-[5-(3,4-dimethoxy-5-nitro-phenyl)-pyrazol-1-yl]-2-trifluoromethyl-pyridine 1-oxide). As a reaction SMILES: [CH3:1][O:2][C:3]1[CH:4]=[C:5]([C:14]2[N:18]([C:19]3[C:20]([C:25]([F:28])([F:27])[F:26])=[N:21][CH:22]=[CH:23][CH:24]=3)[N:17]=[CH:16][CH:15]=2)[CH:6]=[C:7]([N+:11]([O-:13])=[O:12])[C:8]=1[O:9][CH3:10].FC(F)(F)C(OC(=O)C(F)(F)F)=[O:32]>ClCCl>[CH3:1][O:2][C:3]1[CH:4]=[C:5]([C:14]2[N:18]([C:19]3[C:20]([C:25]([F:27])([F:28])[F:26])=[N+:21]([O-:32])[CH:22]=[CH:23][CH:24]=3)[N:17]=[CH:16][CH:15]=2)[CH:6]=[C:7]([N+:11]([O-:13])=[O:12])[C:8]=1[O:9][CH3:10]. Procedure: To a solution of 3-[5-(3,4-dimethoxy-5-nitro-phenyl)-pyrazol-1-yl]-2-trifluoromethyl-pyridine (0.50 g, 1.27 mmol) in dichloromethane (10 mL) cooled in an ice-water bath was added urea-hydrogen peroxide complex (0.26 g, 2.76 mmol) in one portion followed by trifluoroacetic anhydride (0.53 g, 2.52 mmol) dropwise. The resulting mixture was allowed to stir at room temperature overnight and then the insoluble material was filtered off. The filtrate was washed with water and brine, then dried over anh... Reactants: CC(C)(C)NCC(C1=NC(=C(C=C1)O)CO)O.Cl.Cl (pirbuterol dihydrochloride), [OH-].[K+] (KOH). The solvent is CO (CH3OH), CO (CH3OH). Conditions: time 30 minute. Yields the product CC(C)(C)NCC(C=1C=CC(=C(N1)CO)O)O (Pirbuterol). As a reaction SMILES: [CH3:1][C:2]([NH:5][CH2:6][CH:7]([OH:17])[C:8]1[CH:13]=[CH:12][C:11]([OH:14])=[C:10]([CH2:15][OH:16])[N:9]=1)([CH3:4])[CH3:3].Cl.Cl.[OH-].[K+]>CO>[CH3:4][C:2]([NH:5][CH2:6][CH:7]([OH:17])[C:8]1[CH:13]=[CH:12][C:11]([OH:14])=[C:10]([CH2:15][OH:16])[N:9]=1)([CH3:1])[CH3:3] |f:0.1.2,3.4|. Reported procedure: Under nitrogen, pirbuterol dihydrochloride (3.0 g., 0.0096 mol) was dissolved in 10 ml. CH3OH. KOH (85%, 1.3 g., 0.0197 mol) in 30 ml. of CH3OH was added dropwise over 10 minutes. After stirring 30 minutes, precipitated KCl (1.25 g.) was removed by filtration and the mother liquor evaporated to a white foam, 2.56 g. The latter was taken up in 20 ml. 1:1 acetone:CH3OH and allowed to stand 18 hours. Additional KCl (0.09 g.) was recovered by filtration and the mother liquor evaporated in vacuo to y... The reactants are Cc1c(OCc2ccc(C(=O)c3ccc(C(=O)O)cc3)cc2)nc2ccccn2c1=O, CCOC(C)=O, CN(C)C=O, c1ccc(N2CCNCC2)cc1. Yields the product Cc1c(OCc2ccc(C(=O)c3ccc(C(=O)N4CCN(c5ccccc5)CC4)cc3)cc2)nc2ccccn2c1=O. As a reaction SMILES: [C:1](=[O:2])([OH:3])[c:4]1[cH:5][cH:6][c:7]([C:8](=[O:9])[c:10]2[cH:11][cH:12][c:13]([CH2:14][O:15][c:16]3[n:17][c:18]4[n:19]([c:20](=[O:23])[c:21]3[CH3:22])[cH:24][cH:25][cH:26][cH:27]4)[cH:28][cH:29]2)[cH:30][cH:31]1.[CH3:49][CH2:50][O:51][C:52](=[O:53])[CH3:54].[O:44]=[CH:45][N:46]([CH3:47])[CH3:48].[c:32]1([N:38]2[CH2:39][CH2:40][NH:41][CH2:42][CH2:43]2)[cH:33][cH:34][cH:35][cH:36][cH:37]1>>[C:1](=[O:2])([c:4]1[cH:5][cH:6][c:7]([C:8](=[O:9])[c:10]2[cH:11][cH:12][c:13]([CH2:14][O:15][c:16]3[n:17][c:18]4[n:19]([c:20](=[O:23])[c:21]3[CH3:22])[cH:24][cH:25][cH:26][cH:27]4)[cH:28][cH:29]2)[cH:30][cH:31]1)[N:41]1[CH2:40][CH2:39][N:38]([c:32]2[cH:33][cH:34][cH:35][cH:36][cH:37]2)[CH2:43][CH2:42]1. Starting materials: ClC1=CC=C(C=N1)NC1=NC=CC=C1C1=NC(=NC(=N1)C)N(CC1=CC=C(C=C1)OC)CC1=CC=C(C=C1)OC (4-(2-(6-chloropyridin-3-ylamino)pyridin-3-yl)-N,N-bis(4-methoxybenzyl)-6-methyl-1,3,5-triazin-2-amine). Run in C(=O)(C(F)(F)F)O (TFA). Conditions: time 24 hour. Product: ClC1=CC=C(C=N1)NC1=NC=CC=C1C1=NC(=NC(=N1)C)N (4-(2-(6-Chloropyridin-3-Ylamino)Pyridin-3-yl)-6-Methyl-1,3,5-Triazin-2-Amine). Isolated yield 98.7%. Reaction SMILES: [Cl:1][C:2]1[N:7]=[CH:6][C:5]([NH:8][C:9]2[C:14]([C:15]3[N:20]=[C:19]([CH3:21])[N:18]=[C:17]([N:22](CC4C=CC(OC)=CC=4)CC4C=CC(OC)=CC=4)[N:16]=3)=[CH:13][CH:12]=[CH:11][N:10]=2)=[CH:4][CH:3]=1>C(O)(C(F)(F)F)=O>[Cl:1][C:2]1[N:7]=[CH:6][C:5]([NH:8][C:9]2[C:14]([C:15]3[N:20]=[C:19]([CH3:21])[N:18]=[C:17]([NH2:22])[N:16]=3)=[CH:13][CH:12]=[CH:11][N:10]=2)=[CH:4][CH:3]=1. Procedure: A solution of 4-(2-(6-chloropyridin-3-ylamino)pyridin-3-yl)-N,N-bis(4-methoxybenzyl)-6-methyl-1,3,5-triazin-2-amine (70 mg, 0.126 mmol) in TFA (10 mL) was heated to 80° C. After 24 h, the mixture was concentrated to a slurry. Water (5 mL) was added, followed by the addition of Na2CO3 in batches until the pH was basic. The mixture was filtered and the solid was washed with water, then MeOH, to give the product as a brown solid (39 mg). LCMS (ES, pos.): calcd for C14H12ClN7: 313.1. found: 314.0 (M... Reactants: C(#N)C1(CCOCC1)OC (4-cyano-4-methoxytetrahydropyran), [H-].[Al+3].[Li+].[H-].[H-].[H-] (lithium aluminum hydride), O.O.O.O.O.O.O.O.O.O.S(=O)(=O)([O-])[O-].[Na+].[Na+] (sodium sulfate decahydrate). Run in C(C)OCC (diethyl ether), C(C)OCC (diethyl ether). Reaction conditions: time 20 minute. Product: COC1(CCOCC1)CN ((4-Methoxytetrahydropyran-4-yl)methylamine). Reaction SMILES: [C:1]([C:3]1([O:9][CH3:10])[CH2:8][CH2:7][O:6][CH2:5][CH2:4]1)#[N:2].[H-].[Al+3].[Li+].[H-].[H-].[H-].O.O.O.O.O.O.O.O.O.O.S([O-])([O-])(=O)=O.[Na+].[Na+]>C(OCC)C>[CH3:10][O:9][C:3]1([CH2:1][NH2:2])[CH2:8][CH2:7][O:6][CH2:5][CH2:4]1 |f:1.2.3.4.5.6,7.8.9.10.11.12.13.14.15.16.17.18.19|. Procedure: Under ice-cooling, a diethyl ether (5 ml) solution of 4-cyano-4-methoxytetrahydropyran (600 mg; Chemistry Letters, pp. 937-940, 1984) was added dropwise to a diethyl ether (10 ml) suspension of lithium aluminum hydride (242 mg) spending 20 minutes and, after completion of the dropwise addition, stirred at room temperature for 4 hours. After completion of the reaction, the reaction mixture was ice-cooled, and sodium sulfate decahydrate was gradually added to the reaction mixture until foaming sto... The reactants are O=C([O-])O, CCCCCCCCCCCCCCOc1ccc(NCc2cccnc2)cc1, ClCCl, CC(=O)Cl, [Na+], c1ccncc1. Product: CCCCCCCCCCCCCCOc1ccc(N(Cc2cccnc2)C(C)=O)cc1. As a reaction SMILES: [C:40](=[O:41])([OH:42])[O-:43].[CH2:1]([CH2:2][CH2:3][CH2:4][CH2:5][CH2:6][CH2:7][CH2:8][CH2:9][CH2:10][CH2:11][CH2:12][CH2:13][CH3:14])[O:15][c:16]1[cH:17][cH:18][c:19]([NH:22][CH2:23][c:24]2[cH:25][n:26][cH:27][cH:28][cH:29]2)[cH:20][cH:21]1.[CH2:45]([Cl:46])[Cl:47].[CH3:36][C:37]([Cl:38])=[O:39].[Na+:44].[cH:30]1[cH:31][cH:32][n:33][cH:34][cH:35]1>>[CH2:1]([CH2:2][CH2:3][CH2:4][CH2:5][CH2:6][CH2:7][CH2:8][CH2:9][CH2:10][CH2:11][CH2:12][CH2:13][CH3:14])[O:15][c:16]1[cH:17][cH:18][c:19]([N:22]([CH2:23][c:24]2[cH:25][n:26][cH:27][cH:28][cH:29]2)[C:37]([CH3:36])=[O:39])[cH:20][cH:21]1. Reactants: CO, COC(=O)Cn1nc(-c2ccc(Cl)cc2)n(CC(O)C(F)(F)F)c1=O, [Li+], [OH-], O. Product: O=C(O)Cn1nc(-c2ccc(Cl)cc2)n(CC(O)C(F)(F)F)c1=O. Reaction SMILES: [CH3:28][OH:29].[Cl:1][c:2]1[cH:3][cH:4][c:5](-[c:8]2[n:9][n:10]([CH2:21][C:22](=[O:23])[O:24][CH3:25])[c:11](=[O:20])[n:12]2[CH2:13][CH:14]([C:15]([F:16])([F:17])[F:18])[OH:19])[cH:6][cH:7]1.[Li+:26].[OH-:27].[OH2:30]>>[Cl:1][c:2]1[cH:3][cH:4][c:5](-[c:8]2[n:9][n:10]([CH2:21][C:22](=[O:23])[OH:24])[c:11](=[O:20])[n:12]2[CH2:13][CH:14]([C:15]([F:16])([F:17])[F:18])[OH:19])[cH:6][cH:7]1. The reactants are C(C)OC(=O)C1(CCN(CCC1=O)C(=O)OC(C)(C)C)C (4-methyl-5-oxo-azepane-1,4-dicarboxylic acid 1-tert-butyl ester 4-ethyl ester), [OH-].[K+] (KOH). Solvent: O1CCOCC1 (dioxane). Reaction conditions: temperature 100 celsius, time 24 hour. The product is C(C)(C)(C)OC(=O)N1CCC(C(CC1)=O)C (4-methyl-5-oxo-azepane-1-carboxylic acid tert-butyl ester). The yield is 94.7%. As a reaction SMILES: C(O[C:4]([C:6]1(C)[C:12](=[O:13])[CH2:11][CH2:10][N:9]([C:14]([O:16][C:17]([CH3:20])([CH3:19])[CH3:18])=[O:15])[CH2:8][CH2:7]1)=O)C.[OH-].[K+]>O1CCOCC1>[C:17]([O:16][C:14]([N:9]1[CH2:10][CH2:11][C:12](=[O:13])[CH:6]([CH3:4])[CH2:7][CH2:8]1)=[O:15])([CH3:20])([CH3:18])[CH3:19] |f:1.2|. Reported procedure: To a solution of compound 4-methyl-5-oxo-azepane-1,4-dicarboxylic acid 1-tert-butyl ester 4-ethyl ester (2.5 g, 8.36 mmol) in dioxane (20 mL) was added 2 M aqueous KOH (20 mL) at 25° C. The resulting solution was stirred at 100° C. for 24 hours before being cooled to RT and extracted twice with EtOAC. The combined organic layers were dried (Na2SO4), filtered, and evaporated to give 1.8 g of 4-methyl-5-oxo-azepane-1-carboxylic acid tert-butyl ester (95% yield). Reaction SMILES: [Si]([O:8][C@H:9]1[CH2:18][C@H:17]([O:19][C:20](=[O:37])[CH:21]([O:24][C:25]2[C:30]([CH:31]([CH3:33])[CH3:32])=[CH:29][CH:28]=[CH:27][C:26]=2[CH:34]([CH3:36])[CH3:35])[CH2:22][CH3:23])[C@H:16]2[C:11]([CH:12]=[CH:13][C@H:14]([CH3:55])[C@@H:15]2[CH2:38][CH2:39][C@H:40]2[O:45][C:44](=[O:46])[CH2:43][C@H:42]([O:47][Si](C(C)(C)C)(C)C)[CH2:41]2)=[CH:10]1)(C(C)(C)C)(C)C.[F-].C([N+](CCCC)(CCCC)CCCC)CCC>O1CCCC1>[OH:8][C@H:9]1[CH2:18][C@H:17]([O:19][C:20](=[O:37])[CH:21]([O:24][C:25]2[C:30]([CH:31]([CH3:32])[CH3:33])=[CH:29][CH:28]=[CH:27][C:26]=2[CH:34]([CH3:35])[CH3:36])[CH2:22][CH3:23])[C@H:16]2[C:11]([CH:12]=[CH:13][C@H:14]([CH3:55])[C@@H:15]2[CH2:38][CH2:39][C@H:40]2[O:45][C:44](=[O:46])[CH2:43][C@H:42]([OH:47])[CH2:41]2)=[CH:10]1 |f:1.2|. The solvent is O1CCCC1 (tetrahydrofuran). Yields the product O[C@@H]1C=C2C=C[C@@H]([C@@H]([C@H]2[C@H](C1)OC(C(CC)OC1=C(C=CC=C1C(C)C)C(C)C)=O)CC[C@@H]1C[C@H](CC(O1)=O)O)C ((4R,6R)-6-([1S,2S,6S,8S,8aR]-2-{1,2,6,7,8,8a-Hexahydro-6-hydroxy-8-[(2RS)-2-(2,6-diisopropylphenoxy)butyryloxy]-2-methyl-1-naphthyl}ethyl)tetrahydro-4-hydroxy-2 H -pyran-2-one). Reported procedure: A procedure similar to that described in Example 2, above, was followed, but using 0.11 g of (4R,6R)-6-([1S,2S,6S,8S,8aR]-2-{1,2,6,7,8,8a-hexahydro-6-t-butyldimethylsilyloxy-8-[(2RS)-2-(2,6-diisopropylphenoxy)butyryloxy]-2-methyl-1-naphthyl}ethyl)tetrahydro-4-t-butyldimethylsilyoxy-2H-pyran-2-one [prepared as described in Example 112, above] and 7.07 ml of a 1.0 molar solution of tetrabutylammonium fluoride in tetrahydrofuran, to give 28 mg of the titlecompound as white crystals, melting at betw... Starting materials: [Si](C)(C)(C(C)(C)C)O[C@@H]1C=C2C=C[C@@H]([C@@H]([C@H]2[C@H](C1)OC(C(CC)OC1=C(C=CC=C1C(C)C)C(C)C)=O)CC[C@@H]1C[C@H](CC(O1)=O)O[Si](C)(C)C(C)(C)C)C ((4R,6R)-6-([1S,2S,6S,8S,8aR]-2-{1,2,6,7,8,8a-hexahydro-6-t-butyldimethylsilyloxy-8-[(2RS)-2-(2,6-diisopropylphenoxy)butyryloxy]-2-methyl-1-naphthyl}ethyl)tetrahydro-4-t-butyldimethylsilyoxy-2H-pyran-2-one), solution, [F-].C(CCC)[N+](CCCC)(CCCC)CCCC (tetrabutylammonium fluoride).